Dataset: the Open Reaction Database (ORD), a public repository of structured organic reaction records. Task: describe an organic reaction: reactants, conditions, products, and yield Reactants: FC1=CC=C(OC2=CC=CC(=N2)[C@H](C(F)(F)F)OC(=O)[C@@H]2C([C@@H]2C=C(Cl)Cl)(C)C)C=C1 ([1-[6-(4-Fluorophenoxy)-2-pyridinyl]-(R)-2,2,2-trifluoroethyl]-(1S)-cis-3-(2,2-dichloroethenyl)-2,2-dimethylcyclopropanecarboxylate), FC1=CC=C(OC2=CC=CC(=N2)[C@@H](C(F)(F)F)OC(=O)[C@H]2C([C@H]2C=C(Cl)Cl)(C)C)C=C1 ([1-[6-(4-fluorophenoxy)-2-pyridinyl]-(S)-2,2,2-trifluoroethyl]-(1R)-cis-3-(2,2-dichloroethenyl)-2,2-dimethylcyclopropanecarboxylate). Yields the product FC1=CC=C(OC2=CC=CC(=N2)C(C(F)(F)F)OC(=O)[C@@H]2C([C@@H]2C=C(Cl)Cl)(C)C)C=C1 ([1-[6-(4-Fluorophenoxy)-2-pyridinyl]-2,2,2-trifluoroethyl]-cis-3-(2,2-dichloroethenyl)-2,2-dimethylcyclopropanecarboxylate). RXN SMILES: [F:1][C:2]1[CH:31]=[CH:30][C:5]([O:6][C:7]2[N:12]=[C:11]([C@@H:13]([O:18][C:19]([C@H:21]3[C@@H:23]([CH:24]=[C:25]([Cl:27])[Cl:26])[C:22]3([CH3:29])[CH3:28])=[O:20])[C:14]([F:17])([F:16])[F:15])[CH:10]=[CH:9][CH:8]=2)=[CH:4][CH:3]=1.FC1C=CC(OC2N=C([C@H](OC([C@@H]3[C@H](C=C(Cl)Cl)C3(C)C)=O)C(F)(F)F)C=CC=2)=CC=1>>[F:1][C:2]1[CH:3]=[CH:4][C:5]([O:6][C:7]2[N:12]=[C:11]([CH:13]([O:18][C:19]([C@H:21]3[C@@H:23]([CH:24]=[C:25]([Cl:27])[Cl:26])[C:22]3([CH3:29])[CH3:28])=[O:20])[C:14]([F:16])([F:17])[F:15])[CH:10]=[CH:9][CH:8]=2)=[CH:30][CH:31]=1. Reported procedure: [1-[6-(4-Fluorophenoxy)-2-pyridinyl]-(R)-2,2,2-trifluoroethyl]-(1S)-cis-3-(2,2-dichloroethenyl)-2,2-dimethylcyclopropanecarboxylate plus [1-[6-(4-fluorophenoxy)-2-pyridinyl]-(S)-2,2,2-trifluoroethyl]-(1R)-cis-3-(2,2-dichloroethenyl)-2,2-dimethylcyclopropanecarboxylate. Starting materials: CCS(=O)(=O)N1CCC(c2n[nH]c3c(C(N)=O)cc(-c4cccc(CO)c4)cc23)CC1, C1CCOC1, O=[Mn]=O. Yields the product CCS(=O)(=O)N1CCC(c2n[nH]c3c(C(N)=O)cc(-c4cccc(C=O)c4)cc23)CC1. As a reaction SMILES: [CH2:1]([CH3:2])[S:3](=[O:4])(=[O:5])[N:6]1[CH2:7][CH2:8][CH:9]([c:12]2[n:13][nH:14][c:15]3[c:16]([C:29](=[O:30])[NH2:31])[cH:17][c:18](-[c:21]4[cH:22][c:23]([CH2:27][OH:28])[cH:24][cH:25][cH:26]4)[cH:19][c:20]23)[CH2:10][CH2:11]1.[CH2:32]1[O:33][CH2:34][CH2:35][CH2:36]1.[O:37]=[Mn:38]=[O:39]>>[CH2:1]([CH3:2])[S:3](=[O:4])(=[O:5])[N:6]1[CH2:7][CH2:8][CH:9]([c:12]2[n:13][nH:14][c:15]3[c:16]([C:29](=[O:30])[NH2:31])[cH:17][c:18](-[c:21]4[cH:22][c:23]([CH:27]=[O:28])[cH:24][cH:25][cH:26]4)[cH:19][c:20]23)[CH2:10][CH2:11]1.